From a dataset of the Open Reaction Database (ORD), a public repository of structured organic reaction records. describe an organic reaction: reactants, conditions, products, and yield Starting materials: CC(C)(C)c1ccc(CBr)cc1, CN(C)C(c1cccs1)C1CCCCC1=O, [Cl-], [Mg], [NH4+]. Product: CN(C)C(c1cccs1)C1CCCCC1(O)Cc1ccc(C(C)(C)C)cc1. RXN SMILES: [C:2]([CH3:3])([CH3:4])([CH3:5])[c:6]1[cH:7][cH:8][c:9]([CH2:10][Br:11])[cH:12][cH:13]1.[CH3:14][N:15]([CH3:16])[CH:17]([CH:18]1[C:19](=[O:24])[CH2:20][CH2:21][CH2:22][CH2:23]1)[c:25]1[s:26][cH:27][cH:28][cH:29]1.[Cl-:30].[Mg:1].[NH4+:31]>>[C:2]([CH3:3])([CH3:4])([CH3:5])[c:6]1[cH:7][cH:8][c:9]([CH2:10][C:19]2([OH:24])[CH:18]([CH:17]([N:15]([CH3:14])[CH3:16])[c:25]3[s:26][cH:27][cH:28][cH:29]3)[CH2:23][CH2:22][CH2:21][CH2:20]2)[cH:12][cH:13]1. Starting materials: COc1ccc(CSC2CC(C(N)=O)N(C)C2)cc1, ClCCl, COS(=O)(=O)F. The product is COc1ccc(CSC2CC(C(N)=O)[N+](C)(C)C2)cc1, O=S(=O)([O-])F. As a reaction SMILES: [C:7]([NH2:8])(=[O:9])[CH:10]1[N:11]([CH3:25])[CH2:12][CH:13]([S:15][CH2:16][c:17]2[cH:18][cH:19][c:20]([O:23][CH3:24])[cH:21][cH:22]2)[CH2:14]1.[CH2:26]([Cl:27])[Cl:28].[F:1][S:2](=[O:3])(=[O:4])[O:5][CH3:6]>>[CH3:6][N+:11]1([CH3:25])[CH:10]([C:7]([NH2:8])=[O:9])[CH2:14][CH:13]([S:15][CH2:16][c:17]2[cH:18][cH:19][c:20]([O:23][CH3:24])[cH:21][cH:22]2)[CH2:12]1.[F:1][S:2](=[O:3])(=[O:4])[O-:5]. The reactants are C=CC1=CC=CC=C1 (styrene), C(C)O[SiH](OCC)OCC (triethoxysilane), C(CCCCCCCCCCC)(=O)O (lauric acid), Teflon, C=CC1=CC=CC=C1 (styrene). Reagents/catalysts: [H+].[H+].Cl[Pt-2](Cl)(Cl)(Cl)(Cl)Cl (chloroplatinic acid). The solvent is C(C)(C)O (isopropyl alcohol). Run at temperature 50 celsius. The product is C(CC1=CC=CC=C1)[Si](OCC)(OCC)OCC (phenethyltriethoxysilane). Isolated yield 23.0%. Reaction SMILES: [CH2:1]=[CH:2][C:3]1[CH:8]=[CH:7][CH:6]=[CH:5][CH:4]=1.[CH2:9]([O:11][SiH:12]([O:16][CH2:17][CH3:18])[O:13][CH2:14][CH3:15])[CH3:10].C(O)(=O)CCCCCCCCCCC>[H+].[H+].Cl[Pt-2](Cl)(Cl)(Cl)(Cl)Cl.C(O)(C)C>[CH2:1]([Si:12]([O:16][CH2:17][CH3:18])([O:13][CH2:14][CH3:15])[O:11][CH2:9][CH3:10])[CH2:2][C:3]1[CH:8]=[CH:7][CH:6]=[CH:5][CH:4]=1 |f:3.4.5|. Procedure details: 130 mg Of styrene and 217 mg of triethoxysilane were placed in a glass reaction tube and 0.0014 mg of lauric acid was added. Next, 0.01 ml of an isopropyl alcohol solution of chloroplatinic acid (platinum content: 0.02 Wt. %) was added to this mixture. The reaction tube was sealed with Teflon tape and heated for 30 minutes in an oil bath at 50° C. When the tube contents were analyzed by GC-MS following cooling, the conversion rate of styrene was 35% and phenethyltriethoxysilane was produced at a... Reactants: ClC(CCC=1C=CC(=NC1)C(=O)O)CCl (5-(3,4-dichlorobutyl)picolinic acid), S(=O)(Cl)Cl (thionyl chloride), C(Cl)(Cl)Cl (chloroform), N (ammonia). Solvent: C1=CC=CC=C1 (benzene). Product: ClC(CCC=1C=CC(=NC1)C(=O)N)CCl (5-(3,4-Dichlorobutyl)picolinamide). Reaction SMILES: [Cl:1][CH:2]([CH2:14][Cl:15])[CH2:3][CH2:4][C:5]1[CH:6]=[CH:7][C:8]([C:11](O)=[O:12])=[N:9][CH:10]=1.S(Cl)(Cl)=O.C(Cl)(Cl)Cl.[NH3:24]>C1C=CC=CC=1>[Cl:1][CH:2]([CH2:14][Cl:15])[CH2:3][CH2:4][C:5]1[CH:6]=[CH:7][C:8]([C:11]([NH2:24])=[O:12])=[N:9][CH:10]=1. Reported procedure: 10 g of 5-(3,4-dichlorobutyl)picolinic acid was added to the solution of thionyl chloride (30 ml) and chloroform (100 ml), and resulting solution was refluxed for fifteen minutes. The reaction mixture was evaporated in reduced pressure to obtain oily residue. This was dissolved in 100 ml of benzene and treated with 28% aqueous ammonia (50 ml) at 4° - 10°C with vigorous stirring for an hour. Benzene extract was evaporated in reduced pressure to give crude product as solid.